From a dataset of the Open Reaction Database (ORD), a public repository of structured organic reaction records. describe an organic reaction: reactants, conditions, products, and yield Reactants: BrC=1C=NC=C(C1)C(F)(F)F (3-bromo-5-(trifluoromethyl)pyridine), [Li]CCCC (n-BuLi), hexanes, B(OCC)(OCC)OCC (triethyl borate), Cl (HCl). The solvent is C1CCOC1 (THF). Reaction conditions: time 30 minute. Yields the product FC(C=1C=C(C=NC1)B(O)O)(F)F (5-Trifluoromethylpyridine-3-boronic acid), hydrochloride salt. RXN SMILES: Br[C:2]1[CH:3]=[N:4][CH:5]=[C:6]([C:8]([F:11])([F:10])[F:9])[CH:7]=1.[B:12](OCC)([O:16]CC)[O:13]CC.[Li]CCCC.Cl>C1COCC1>[F:9][C:8]([F:11])([F:10])[C:6]1[CH:7]=[C:2]([B:12]([OH:16])[OH:13])[CH:3]=[N:4][CH:5]=1. Procedure: A cooled (−78° C.) solution of 3-bromo-5-(trifluoromethyl)pyridine (5 g, 22.1 mmol) in dry THF (50 ml), under an inert atmosphere of argon, is treated with triethyl borate (3.39 g, 23.21 mmol) followed by drop wise addition of 1.46M n-BuLi in hexanes (15.2 ml, 24.34 mmol). The reaction mixture is allowed to warm to room temperature overnight and treated with 5M HCl (100 ml). After stirring for 30 minutes, the THF is removed in vacuo and the aqueous layer is extracted with EtOAc (4×100 ml). The a... The reactants are TEA, FC(CC(=O)O)(F)F (3,3,3-trifluoropropanoic acid), C1CCC(CC1)N=C=NC2CCCCC2 (DCC), 1A, O1C(CC(C1)=O)=O (furan-2,4(3H,5H)-dione). Reagents/catalysts: CN(C)C=1C=CN=CC1 (DMAP). The solvent is C(Cl)Cl (DCM), CC#N (CH3CN), C(Cl)Cl (DCM). Run at temperature 0 celsius. The product is OC1=C(C(OC1)=O)C(CC(F)(F)F)=O (4-Hydroxy-3-(3,3,3-trifluoropropanoyl)furan-2(5H)-one). Reaction SMILES: [O:1]1[CH2:5][C:4](=[O:6])[CH2:3][C:2]1=[O:7].[F:8][C:9]([F:15])([F:14])[CH2:10][C:11](O)=[O:12].C1CCC(N=C=NC2CCCCC2)CC1>C(Cl)Cl.CN(C1C=CN=CC=1)C.CC#N>[OH:6][C:4]1[CH2:5][O:1][C:2](=[O:7])[C:3]=1[C:11](=[O:12])[CH2:10][C:9]([F:15])([F:14])[F:8]. Procedure: To a cool (0° C.), stirred suspension of furan-2,4(3H,5H)-dione (16.46 g, 164 mmol) in DCM (650 mL) was added TEA (23.0 mL, 165 mmol), DMAP (6.04 g, 49.4 mmol), 3,3,3-trifluoropropanoic acid (16.0 mL, 181 mmol) and DCC (40.70 g, 197 mmol) resulting in a yellow homogenous solution. The solution was stirred at 0° C., and then was allowed to warm to room temperature as the bath warmed while stirring overnight. The suspension was filtered and the solid was washed with DCM. The deep red filtrate was ... Yields the product CC(C)(C)Nc1nc(C(F)(F)F)c(C(=O)O)o1. Starting materials: CCOC(=O)c1oc(NC(C)(C)C)nc1C(F)(F)F, Cl, [Na+], C1CCOC1, [OH-], O. As a reaction SMILES: [CH3:6][C:7]([CH3:8])([CH3:9])[NH:10][c:11]1[o:12][c:13]([C:20](=[O:21])[O:22][CH2:23][CH3:24])[c:14]([C:16]([F:17])([F:18])[F:19])[n:15]1.[ClH:27].[Na+:26].[O:1]1[CH2:2][CH2:3][CH2:4][CH2:5]1.[OH-:25].[OH2:28]>>[CH3:6][C:7]([CH3:8])([CH3:9])[NH:10][c:11]1[o:12][c:13]([C:20](=[O:21])[OH:22])[c:14]([C:16]([F:17])([F:18])[F:19])[n:15]1. Reactants: NC[C@H]1N(CCC[C@H]1C)C(=O)C1=C(C=CC(=C1)F)C1=NC=CC=N1 (((2S,3R)-2-(aminomethyl)-3-methylpiperidin-1-yl)(5-fluoro-2-(pyrimidin-2-yl)phenyl)methanone), ClC1=NC=C(C=N1)C(F)(F)F (2-chloro-5-(trifluoromethyl)pyrimidine). Product: FC=1C=CC(=C(C1)C(=O)N1[C@@H]([C@@H](CCC1)C)CNC1=NC=C(C=N1)C(F)(F)F)C1=NC=CC=N1 ((5-Fluoro-2-(pyrimidin-2-yl)phenyl)((2S,3R)-3-methyl-2-(((5-(trifluoromethyl)pyrimidin-2-yl)amino)methyl)piperidin-1-yl)methanone). RXN SMILES: [NH2:1][CH2:2][C@@H:3]1[C@H:8]([CH3:9])[CH2:7][CH2:6][CH2:5][N:4]1[C:10]([C:12]1[CH:17]=[C:16]([F:18])[CH:15]=[CH:14][C:13]=1[C:19]1[N:24]=[CH:23][CH:22]=[CH:21][N:20]=1)=[O:11].Cl[C:26]1[N:31]=[CH:30][C:29]([C:32]([F:35])([F:34])[F:33])=[CH:28][N:27]=1>>[F:18][C:16]1[CH:15]=[CH:14][C:13]([C:19]2[N:20]=[CH:21][CH:22]=[CH:23][N:24]=2)=[C:12]([C:10]([N:4]2[CH2:5][CH2:6][CH2:7][C@@H:8]([CH3:9])[C@H:3]2[CH2:2][NH:1][C:26]2[N:31]=[CH:30][C:29]([C:32]([F:35])([F:34])[F:33])=[CH:28][N:27]=2)=[O:11])[CH:17]=1. Procedure: The title compound was prepared following the same general protocol as described for Example A1, using ((2S,3R)-2-(aminomethyl)-3-methylpiperidin-1-yl)(5-fluoro-2-(pyrimidin-2-yl)phenyl)methanone and 2-chloro-5-(trifluoromethyl)pyrimidine. ESI-MS (m/z): 475 [M+1]+. The reactants are ClCCl, O=S(=O)(Cl)c1ccc(F)cc1, Nc1cccnc1Br, c1ccncc1. Product: O=S(=O)(Nc1cccnc1Br)c1ccc(F)cc1. Reaction SMILES: [Cl:20][CH2:21][Cl:22].[F:9][c:10]1[cH:11][cH:12][c:13]([S:16](=[O:17])(=[O:18])[Cl:19])[cH:14][cH:15]1.[NH2:1][c:2]1[c:3]([Br:8])[n:4][cH:5][cH:6][cH:7]1.[cH:23]1[cH:24][cH:25][n:26][cH:27][cH:28]1>>[NH:1]([c:2]1[c:3]([Br:8])[n:4][cH:5][cH:6][cH:7]1)[S:16]([c:13]1[cH:12][cH:11][c:10]([F:9])[cH:15][cH:14]1)(=[O:17])=[O:18]. Starting materials: Sc1nc2cc(Cl)c(Cl)cc2[nH]1, [H-], O=Cc1ccc([N+](=O)[O-])o1, [Na+], C1CCOC1. Product: O=Cc1ccc(Sc2nc3cc(Cl)c(Cl)cc3[nH]2)o1. Reaction SMILES: [Cl:1][c:2]1[cH:3][c:4]2[c:5]([nH:6][c:7]([SH:9])[n:8]2)[cH:10][c:11]1[Cl:12].[H-:13].[N+:15]([O-:16])(=[O:17])[c:18]1[cH:19][cH:20][c:21]([CH:23]=[O:24])[o:22]1.[Na+:14].[O:25]1[CH2:26][CH2:27][CH2:28][CH2:29]1>>[Cl:1][c:2]1[cH:3][c:4]2[c:5]([n:6][c:7]([S:9][c:18]3[cH:19][cH:20][c:21]([CH:23]=[O:24])[o:22]3)[nH:8]2)[cH:10][c:11]1[Cl:12]. Starting materials: ClC1=C(C(=O)OCC)C=C(C=N1)F (Ethyl 2-chloro-5-fluoro-nicotinate), C(C)SC=1C=C(C=CC1)O (3-ethylsulfanylphenol), C([O-])([O-])=O.[Cs+].[Cs+] (caesium carbonate). Solvent: O1CCOCC1 (dioxan). Run at temperature 100 celsius, time 8 hour. Product: C(C)OC(C1=C(N=CC(=C1)F)OC1=CC(=CC=C1)SCC)=O (5-fluoro-2-(3-ethylsulfanyl-phenoxy)-nicotinic acid ethyl ester). Yield: 15.0%. As a reaction SMILES: Cl[C:2]1[N:12]=[CH:11][C:10]([F:13])=[CH:9][C:3]=1[C:4]([O:6][CH2:7][CH3:8])=[O:5].[CH2:14]([S:16][C:17]1[CH:18]=[C:19]([OH:23])[CH:20]=[CH:21][CH:22]=1)[CH3:15].C(=O)([O-])[O-].[Cs+].[Cs+]>O1CCOCC1>[CH2:7]([O:6][C:4](=[O:5])[C:3]1[CH:9]=[C:10]([F:13])[CH:11]=[N:12][C:2]=1[O:23][C:19]1[CH:20]=[CH:21][CH:22]=[C:17]([S:16][CH2:14][CH3:15])[CH:18]=1)[CH3:8] |f:2.3.4|. Procedure details: Ethyl 2-chloro-5-fluoro-nicotinate (J. Med. Chem. 1993, 36, 2676, M. Winn et. al.) (5.0 g, 24 mmol), 3-ethylsulfanylphenol (3.8 g, 24 mmol) and caesium carbonate (7.98 g, 24 mmol) were suspended in dioxan (50 ml) and the reaction was heated to 100° C. and stirred at this temperature under nitrogen for 8 h. The reaction was cooled to room temperature, filtered and the solid washed with ethyl acetate (50 ml). The filtrate was concentrated under reduced pressure, and the residue was purified by fla...